Dataset: the Open Reaction Database (ORD), a public repository of structured organic reaction records. Task: describe an organic reaction: reactants, conditions, products, and yield Starting materials: OP(=O)(CC1=CC=CC=C1)CC(=O)N1[C@H](C(=O)O)CCC1 (1-[[Hydroxy(phenylmethyl)phosphinyl]acetyl]-L-proline), [OH-].[Na+] (sodium hydroxide). The solvent is O (water). Yields the product [Na+].[Na+].OP(=O)(CC1=CC=CC=C1)CC(=O)N1[C@H](C(=O)[O-])CCC1.OP(=O)(CC1=CC=CC=C1)CC(=O)N1[C@H](C(=O)[O-])CCC1 (1-[[hydroxy(phenylmethyl) phosphinyl]acetyl]-L-proline disodium salt). As a reaction SMILES: [OH:1][P:2]([CH2:11][C:12]([N:14]1[CH2:21][CH2:20][CH2:19][C@H:15]1[C:16]([OH:18])=[O:17])=[O:13])([CH2:4][C:5]1[CH:10]=[CH:9][CH:8]=[CH:7][CH:6]=1)=[O:3].[OH-].[Na+:23]>O>[Na+:23].[Na+:23].[OH:3][P:2]([CH2:11][C:12]([N:14]1[CH2:21][CH2:20][CH2:19][C@H:15]1[C:16]([O-:18])=[O:17])=[O:13])([CH2:4][C:5]1[CH:6]=[CH:7][CH:8]=[CH:9][CH:10]=1)=[O:1].[OH:3][P:2]([CH2:11][C:12]([N:14]1[CH2:21][CH2:20][CH2:19][C@H:15]1[C:16]([O-:18])=[O:17])=[O:13])([CH2:4][C:5]1[CH:6]=[CH:7][CH:8]=[CH:9][CH:10]=1)=[O:1] |f:1.2,4.5.6.7|. Procedure: 1-[[Hydroxy(phenylmethyl)phosphinyl]acetyl]-L-proline is dissolved in water and treated with two molar equivalents of aqueous sodium hydroxide. The resulting solution is lyophilized to give the product, 1-[[hydroxy(phenylmethyl) phosphinyl]acetyl]-L-proline disodium salt. Reactants: [Cl-].[Ce+3].[Cl-].[Cl-] (cerium (III) chloride), C(=C\C)/[Mg]Br ((E)-prop-1-enylmagnesium bromide), CON(C(CN(C(OC(C)(C)C)=O)[C@H](CO[Si](C(C)(C)C)(C)C)C(CCO[Si](C(C)(C)C)(C)C)=C)=O)C ((5)-tert-butyl (2-(methoxy(methyl)amino)-2-oxoethyl)(2,2,3,3,11,11,12,12-octamethyl-7-methylene-4,10-dioxa-3,11-disilatridecan-6-yl)carbamate), CON(C(CN(C(OC(C)(C)C)=O)[C@H](CO[Si](C(C)(C)C)(C)C)C(CCO[Si](C(C)(C)C)(C)C)=C)=O)C ((5)-tert-butyl (2-(methoxy(methyl)amino)-2-oxoethyl)(2,2,3,3,11,11,12,12-octamethyl-7-methylene-4,10-dioxa-3,11-disilatridecan-6-yl)carbamate). Solvent: C1CCOC1 (THF), C1CCOC1 (THF). Conditions: temperature -78 celsius, time 2 hour. Yields the product ethyl acetate hexanes, CC(C)([Si](OC[C@H](C(CCO[Si](C(C)(C)C)(C)C)=C)N(C(OC(C)(C)C)=O)CC(C=CC)=O)(C)C)C ((S)-tert-butyl (2,2,3,3,11,11,12,12-octamethyl-7-methylene-4,10-dioxa-3,11-disilatridecan-6-yl)(2-oxopent-3-en-1-yl)carbamate). Isolated yield 76.4%. RXN SMILES: [Cl-].[Ce+3].[Cl-].[Cl-].[CH:5](/[Mg]Br)=[CH:6]\[CH3:7].CON(C)[C:13](=[O:45])[CH2:14][N:15]([C@@H:23]([C:33](=[CH2:44])[CH2:34][CH2:35][O:36][Si:37]([CH3:43])([CH3:42])[C:38]([CH3:41])([CH3:40])[CH3:39])[CH2:24][O:25][Si:26]([CH3:32])([CH3:31])[C:27]([CH3:30])([CH3:29])[CH3:28])[C:16](=[O:22])[O:17][C:18]([CH3:21])([CH3:20])[CH3:19]>C1COCC1>[CH3:28][C:27]([CH3:30])([Si:26]([CH3:31])([CH3:32])[O:25][CH2:24][C@@H:23]([N:15]([CH2:14][C:13](=[O:45])[CH:5]=[CH:6][CH3:7])[C:16](=[O:22])[O:17][C:18]([CH3:21])([CH3:20])[CH3:19])[C:33](=[CH2:44])[CH2:34][CH2:35][O:36][Si:37]([CH3:42])([CH3:43])[C:38]([CH3:39])([CH3:40])[CH3:41])[CH3:29] |f:0.1.2.3|. Reported procedure: A suspension of cerium (III) chloride (47.6 g, 193.26 mmol) in THF (200 mL) 3 at room temperature was stirred vigorously for 2 hours. The suspension was cooled to −78° C. and (E)-prop-1-enylmagnesium bromide (0.5 M in THF) (387 mL, 193.26 mmol) was added dropwise. The mixture was stirred at −78° C. for 1.5 hours. (5)-tert-butyl (2-(methoxy(methyl)amino)-2-oxoethyl)(2,2,3,3,11,11,12,12-octamethyl-7-methylene-4,10-dioxa-3,11-disilatridecan-6-yl)carbamate (Intermediate 278, 13.55 g, 24.16 mmol) in ... The reactants are FC1=CC=C(C=C1)N (4-fluorobenzenamine), BrCC=C (3-bromoprop-1-ene), C(=O)([O-])[O-].[K+].[K+] (K2CO3), O (Water). The solvent is CCOC(=O)C (EtOAc), C1CCOC1 (THF). Product: C(C=C)NC1=CC=C(C=C1)F (N-allyl-4-fluorobenzenamine). Yield: 47.0%. Reaction SMILES: [F:1][C:2]1[CH:7]=[CH:6][C:5]([NH2:8])=[CH:4][CH:3]=1.Br[CH2:10][CH:11]=[CH2:12].C([O-])([O-])=O.[K+].[K+].O>C1COCC1.CCOC(C)=O>[CH2:12]([NH:8][C:5]1[CH:6]=[CH:7][C:2]([F:1])=[CH:3][CH:4]=1)[CH:11]=[CH2:10] |f:2.3.4|. Reported procedure: A suspension of 4-fluorobenzenamine (25 g, 225 mmol), 3-bromoprop-1-ene (19.0 ml, 225 mmol) and K2CO3 (31.1 g, 225 mmol) was stirred in THF (1 L) for 2 days. Water (20 mL) and EtOAc (1 L) were added into the reaction mixture. The organics was separated and washed with brine, dried with Na2SO4, filtered and concentrated. The residue was purified by flash column chromatography (20% EtOAc in hexane) to afford the product (16 g, 47.0% yield) as orange brown oil. 1H NMR (400 MHz, CDCl3): δ 6.85-6.90 ...